Dataset: the Open Reaction Database (ORD), a public repository of structured organic reaction records. Task: describe an organic reaction: reactants, conditions, products, and yield Starting materials: COC(C1=C(C=C(C=C1)C1=NC=CC=C1C(F)(F)F)[N+](=O)[O-])=O (2-nitro-4-(3-trifluoromethyl-pyridin-2-yl)-benzoic acid methyl ester). The reagents and catalysts are [Pd] (Pd-C). Solvent: CCO (EtOH). The product is COC(C1=C(C=C(C=C1)C1=NC=CC=C1C(F)(F)F)N)=O (2-Amino-4-(3-trifluoromethyl-pyridin-2-yl)-benzoic acid methyl ester). Reaction SMILES: [CH3:1][O:2][C:3](=[O:23])[C:4]1[CH:9]=[CH:8][C:7]([C:10]2[C:15]([C:16]([F:19])([F:18])[F:17])=[CH:14][CH:13]=[CH:12][N:11]=2)=[CH:6][C:5]=1[N+:20]([O-])=O>CCO.[Pd]>[CH3:1][O:2][C:3](=[O:23])[C:4]1[CH:9]=[CH:8][C:7]([C:10]2[C:15]([C:16]([F:18])([F:19])[F:17])=[CH:14][CH:13]=[CH:12][N:11]=2)=[CH:6][C:5]=1[NH2:20]. Procedure details: Hydrogenate, at 50 psi, a mixture of 10% Pd-C (150 mg) and 2-nitro-4-(3-trifluoromethyl-pyridin-2-yl)-benzoic acid methyl ester (2 g) in 95% EtOH (100 mL). Filter through a celite pad and concentrate the filtrate to give the title compound. Reactants: O=C([O-])O, ClCCl, CSc1ccc(C(C)(O)c2ccc(F)nc2)cc1, [Na+], O=C(O)C(F)(F)F. Product: C=C(c1ccc(SC)cc1)c1ccc(F)nc1. RXN SMILES: [C:26](=[O:27])([OH:28])[O-:29].[Cl:31][CH2:32][Cl:33].[F:1][c:2]1[cH:3][cH:4][c:5]([C:8]([CH3:9])([OH:10])[c:11]2[cH:12][cH:13][c:14]([S:17][CH3:18])[cH:15][cH:16]2)[cH:6][n:7]1.[Na+:30].[OH:19][C:20]([C:21]([F:22])([F:23])[F:24])=[O:25]>>[F:1][c:2]1[cH:3][cH:4][c:5]([C:8](=[CH2:9])[c:11]2[cH:12][cH:13][c:14]([S:17][CH3:18])[cH:15][cH:16]2)[cH:6][n:7]1. RXN SMILES: [C+4:46].[C:35]([O:36][CH2:37][CH3:38])(=[O:39])[CH3:40].[CH3:1][O:2][c:3]1[cH:4][c:5]2[c:6]([O:15][c:16]3[cH:17][cH:18][c:19]([NH:22][C:23](=[O:24])[NH:25][c:26]4[cH:27][c:28]([N+:32]([O-:33])=[O:34])[cH:29][cH:30][cH:31]4)[cH:20][cH:21]3)[cH:7][cH:8][n:9][c:10]2[cH:11][c:12]1[O:13][CH3:14].[CH3:41][N:42]([CH3:43])[CH:44]=[O:45].[OH-:47].[OH-:49].[OH-:50].[OH-:51].[OH-:52].[OH-:53].[Pd+2:48]>>[CH3:1][O:2][c:3]1[cH:4][c:5]2[c:6]([O:15][c:16]3[cH:17][cH:18][c:19]([NH:22][C:23](=[O:24])[NH:25][c:26]4[cH:27][c:28]([NH2:32])[cH:29][cH:30][cH:31]4)[cH:20][cH:21]3)[cH:7][cH:8][n:9][c:10]2[cH:11][c:12]1[O:13][CH3:14]. Yields the product COc1cc2nccc(Oc3ccc(NC(=O)Nc4cccc(N)c4)cc3)c2cc1OC. Starting materials: [C+4], CCOC(C)=O, COc1cc2nccc(Oc3ccc(NC(=O)Nc4cccc([N+](=O)[O-])c4)cc3)c2cc1OC, CN(C)C=O, [OH-], [OH-], [OH-], [OH-], [OH-], [OH-], [Pd+2]. The reactants are O=C([O-])[O-], Cc1ccccc1, ClC(Cl)Cl, [Cs+], [Cs+], I[Cu]I, Fc1ccc(I)cc1, O=C1CCc2cc(OCCCN3CCCC3)ccc2N1. The product is O=C1CCc2cc(OCCCN3CCCC3)ccc2N1c1ccc(F)cc1. RXN SMILES: [C:29](=[O:30])([O-:31])[O-:32].[CH3:35][c:36]1[cH:37][cH:38][cH:39][cH:40][cH:41]1.[CH:42]([Cl:43])([Cl:44])[Cl:45].[Cs+:33].[Cs+:34].[Cu:46]([I:47])[I:48].[F:21][c:22]1[cH:23][cH:24][c:25]([I:28])[cH:26][cH:27]1.[N:1]1([CH2:6][CH2:7][CH2:8][O:9][c:10]2[cH:11][c:12]3[c:17]([cH:18][cH:19]2)[NH:16][C:15](=[O:20])[CH2:14][CH2:13]3)[CH2:2][CH2:3][CH2:4][CH2:5]1>>[N:1]1([CH2:6][CH2:7][CH2:8][O:9][c:10]2[cH:11][c:12]3[c:17]([cH:18][cH:19]2)[N:16]([c:25]2[cH:24][cH:23][c:22]([F:21])[cH:27][cH:26]2)[C:15](=[O:20])[CH2:14][CH2:13]3)[CH2:2][CH2:3][CH2:4][CH2:5]1. Starting materials: C(C1=CC=CC=C1)N1C2C(N(CC2CC1)C(=O)OCC)C (ethyl 2-benzyl-8-methyl-2,7-diazabicyclo[3.3.0]octane-7-carboxylate), [H-].[Al+3].[Li+].[H-].[H-].[H-] (lithium aluminum hydride), [OH-].[K+] (potassium hydroxide), O (water), O (water). Run in O1CCCC1 (tetrahydrofuran), O1CCCC1 (tetrahydrofuran). Reaction conditions: time 8 hour. The product is C(C1=CC=CC=C1)N1C2C(N(CC2CC1)C)C (2-Benzyl-7,8-dimethyl-2,7-diazabicyclo[3.3.0]octane). Reaction SMILES: [CH2:1]([N:8]1[CH2:15][CH2:14][CH:13]2[CH:9]1[CH:10]([CH3:21])[N:11]([C:16](OCC)=O)[CH2:12]2)[C:2]1[CH:7]=[CH:6][CH:5]=[CH:4][CH:3]=1.[H-].[Al+3].[Li+].[H-].[H-].[H-].O.[OH-].[K+]>O1CCCC1>[CH2:1]([N:8]1[CH2:15][CH2:14][CH:13]2[CH:9]1[CH:10]([CH3:21])[N:11]([CH3:16])[CH2:12]2)[C:2]1[CH:3]=[CH:4][CH:5]=[CH:6][CH:7]=1 |f:1.2.3.4.5.6,8.9|. Procedure: 14.4 g (50 mmol) of ethyl 2-benzyl-8-methyl-2,7-diazabicyclo[3.3.0]octane-7-carboxylate in 20 ml of absolute tetrahydrofuran are added dropwise to 3.8 g (0.1 mol) of lithium aluminum hydride in 100 ml of absolute tetrahydrofuran, and the mixture is subsequently refluxed overnight. The mixture is decomposed in succession with in each case 4 ml of water, 15% strength potassium hydroxide solution and water, and the inorganic salts are filtered off with suction and extracted three times by boiling w... The reactants are C([C@H](C)N)N ((S)-1,2-propanediamine), 80.84, CC1=CC=C(C=C1)S(=O)(=O)Cl (4-methylbenzenesulfonyl chloride). Run in ClCCl (dichloromethane). Conditions: temperature 20 celsius, time 8 hour. Yields the product 50.75, N[C@H](CNS(=O)(=O)C1=CC=C(C=C1)C)C ((S)-N-2-aminopropyl-4-methylbenzenesulfonamide). Isolated yield 52.4%. Reaction SMILES: [CH2:1]([NH2:5])[C@@H:2]([NH2:4])[CH3:3].[CH3:6][C:7]1[CH:12]=[CH:11][C:10]([S:13](Cl)(=[O:15])=[O:14])=[CH:9][CH:8]=1>ClCCl>[NH2:4][C@@H:2]([CH3:3])[CH2:1][NH:5][S:13]([C:10]1[CH:11]=[CH:12][C:7]([CH3:6])=[CH:8][CH:9]=1)(=[O:15])=[O:14]. Procedure: To 62.9 parts of (S)-1,2-propanediamine under a nitrogen atmosphere (temp. 0°-5° C.) was added dropwise over 7 hours a solution of 80.84 parts of 4-methylbenzenesulfonyl chloride in 1689 parts of dichloromethane. After stirring overnight at 20° C., the reaction mixture was washed with 250 parts of water (3x). The organic layer was separated dried, filtered and evaporated. About 1 gram of the thus obtained product was dissolved in 4-methyl-2-pentanol by heating just below the reflux temperature. ...